Dataset: the Open Reaction Database (ORD), a public repository of structured organic reaction records. Task: describe an organic reaction: reactants, conditions, products, and yield Reactants: CCCCCI, C=CCn1c(Cl)nc2[nH]c(=O)[nH]c(=O)c21, [Na+], [Na+], O=C([O-])[O-], CN(C)C=O, O. The product is C=CCn1c(Cl)nc2c1c(=O)[nH]c(=O)n2CCCCC. Reaction SMILES: [CH2:22]([CH2:23][CH2:24][CH2:25][CH3:26])[I:27].[Cl:1][c:2]1[n:3][c:4]2[nH:5][c:6](=[O:15])[nH:7][c:8](=[O:14])[c:9]2[n:10]1[CH2:11][CH:12]=[CH2:13].[Na+:16].[Na+:17].[O-:18][C:19](=[O:20])[O-:21].[O:28]=[CH:29][N:30]([CH3:31])[CH3:32].[OH2:33]>>[Cl:1][c:2]1[n:3][c:4]2[n:5]([CH2:22][CH2:23][CH2:24][CH2:25][CH3:26])[c:6](=[O:15])[nH:7][c:8](=[O:14])[c:9]2[n:10]1[CH2:11][CH:12]=[CH2:13].